This data is from the Open Reaction Database (ORD), a public repository of structured organic reaction records. The task is: describe an organic reaction: reactants, conditions, products, and yield Reactants: ClC1=NC(=NC(=C1)Cl)NC12CC3CC(CC(C1)C3)C2 (4,6-dichloro-2-(1-adamantylamino)pyrimidine), NC12CC3CC(CC(C1)C3)C2 (1-aminoadamantane). Run in C(CCC)O (n-butanol). The product is C12(CC3CC(CC(C1)C3)C2)NC2=NC(=CC(=N2)NC23CC1CC(CC(C2)C1)C3)Cl (2,4-bis(1-adamantylamino)-6-chloropyrimidine). As a reaction SMILES: Cl[C:2]1[CH:7]=[C:6]([Cl:8])[N:5]=[C:4]([NH:9][C:10]23[CH2:19][CH:14]4[CH2:15][CH:16]([CH2:18][CH:12]([CH2:13]4)[CH2:11]2)[CH2:17]3)[N:3]=1.[NH2:20][C:21]12[CH2:30][CH:25]3[CH2:26][CH:27]([CH2:29][CH:23]([CH2:24]3)[CH2:22]1)[CH2:28]2>C(O)CCC>[C:10]12([NH:9][C:4]3[N:3]=[C:2]([NH:20][C:21]45[CH2:22][CH:23]6[CH2:29][CH:27]([CH2:26][CH:25]([CH2:24]6)[CH2:30]4)[CH2:28]5)[CH:7]=[C:6]([Cl:8])[N:5]=3)[CH2:17][CH:16]3[CH2:18][CH:12]([CH2:13][CH:14]([CH2:15]3)[CH2:19]1)[CH2:11]2. Procedure: A solution of 26.0 g (87.25 mmoles) of 4,6-dichloro-2-(1-adamantylamino)pyrimidine and 39.5 g (261.6 mmoles) of 1-aminoadamantane in 200 ml of n-butanol, the reaction mixture is boiled under reflux for 24 hours, and evaporated. The residue is suspended in 400 ml of ether and filtered off. After drying, the filtered-off residue is purified by chromatography on a silica gel column and eluted with chloroform. After recrystallization from ether, the title compound is obtained in a yield of 23.94 g (... Starting materials: C(C)(C)N(CC)C(C)C (diisopropylethylamine), NC=1N=C(C2=C(N1)SC(=N2)CCC2=CC=C(C=C2)F)N2CCNCC2 (5-amino-2-[2-(4-fluorophenyl)ethyl]-7-piperazin-1-yl-thiazolo[5,4-d]pyrimidine), [N+](=O)([O-])C=1C=C(OCC(=O)O)C=CC1 (3-nitrophenoxyacetic acid), CN(C)C(=[N+](C)C)ON1C2=C(C=CC=C2)N=N1.[B-](F)(F)(F)F (TBTU). Solvent: CN(C)C=O (DMF). Reaction conditions: time 24 hour. Yields the product NC=1N=C(C2=C(N1)SC(=N2)CCC2=CC=C(C=C2)F)N2CCN(CC2)C(COC2=CC(=CC=C2)[N+](=O)[O-])=O (5-amino-2-[2-(4-fluorophenyl)ethyl]-7-(4-[2-(3-nitrophenoxy)acetyl]piperazin-1-yl)-thiazolo[5,4-d]pyrimidine). Yield: 54.5%. RXN SMILES: [NH2:1][C:2]1[N:3]=[C:4]([N:20]2[CH2:25][CH2:24][NH:23][CH2:22][CH2:21]2)[C:5]2[N:10]=[C:9]([CH2:11][CH2:12][C:13]3[CH:18]=[CH:17][C:16]([F:19])=[CH:15][CH:14]=3)[S:8][C:6]=2[N:7]=1.[N+:26]([C:29]1[CH:30]=[C:31]([CH:37]=[CH:38][CH:39]=1)[O:32][CH2:33][C:34](O)=[O:35])([O-:28])=[O:27].CN(C(ON1N=NC2C=CC=CC1=2)=[N+](C)C)C.[B-](F)(F)(F)F.C(N(C(C)C)CC)(C)C>CN(C=O)C>[NH2:1][C:2]1[N:3]=[C:4]([N:20]2[CH2:25][CH2:24][N:23]([C:34](=[O:35])[CH2:33][O:32][C:31]3[CH:37]=[CH:38][CH:39]=[C:29]([N+:26]([O-:28])=[O:27])[CH:30]=3)[CH2:22][CH2:21]2)[C:5]2[N:10]=[C:9]([CH2:11][CH2:12][C:13]3[CH:18]=[CH:17][C:16]([F:19])=[CH:15][CH:14]=3)[S:8][C:6]=2[N:7]=1 |f:2.3|. Procedure details: To a solution of 5-amino-2-[2-(4-fluorophenyl)ethyl]-7-piperazin-1-yl-thiazolo[5,4-d]pyrimidine (50 mg, 0.14 mmol) and 3-nitrophenoxyacetic acid (0.23 mmol) in DMF (2 ml) was added TBTU (0.21 mmol) followed by diisopropylethylamine (0.21 mmol, 35 μL). The reaction was stirred at room temperature for 24 hours after which the solvent was removed in vacuo. The resulting residue was purified by flash chromatography on silica, the mobile phase being a mixture of methanol and dichloromethane (in a rat...